Dataset: the Open Reaction Database (ORD), a public repository of structured organic reaction records. Task: describe an organic reaction: reactants, conditions, products, and yield Reactants: FC1=CC=C(C=C1)N1C(=NC=C1C(=O)OCC)CCC1=C(C(=CC=C1F)F)F (ethyl 1-(4-fluorophenyl)-2-(2,3,6-trifluorophenethyl)-1H-imidazole-5-carboxylate), ClC1=C(C(=CC=C1)F)C#CC=1N(C(=CN1)C(=O)OCC)C1=CC=C(C=C1)F (ethyl 2-((2-chloro-6-fluorophenyl)ethynyl)-1-(4-fluorophenyl)-1H-imidazole-5-carboxylate). Reagents/catalysts: [Pd] (Pd/C). Solvent: C(C)(=O)OCC.C(C)O (ethyl acetate ethanol). The product is FC1=C(CCC=2N(C(=CN2)C(=O)OCC)C2=CC=C(C=C2)F)C=CC=C1 (Ethyl 2-(2-fluorophenethyl)-1-(4-fluorophenyl)-1H-imidazole-5-carboxylate). Reaction SMILES: [F:1][C:2]1[CH:7]=[CH:6][C:5]([N:8]2[C:12]([C:13]([O:15][CH2:16][CH3:17])=[O:14])=[CH:11][N:10]=[C:9]2[CH2:18][CH2:19][C:20]2[C:25](F)=[CH:24][CH:23]=[C:22](F)[C:21]=2[F:28])=[CH:4][CH:3]=1.ClC1C=CC=C(F)C=1C#CC1N(C2C=CC(F)=CC=2)C(C(OCC)=O)=CN=1>[Pd].C(OCC)(=O)C.C(O)C>[F:28][C:21]1[CH:22]=[CH:23][CH:24]=[CH:25][C:20]=1[CH2:19][CH2:18][C:9]1[N:8]([C:5]2[CH:4]=[CH:3][C:2]([F:1])=[CH:7][CH:6]=2)[C:12]([C:13]([O:15][CH2:16][CH3:17])=[O:14])=[CH:11][N:10]=1 |f:3.4|. Procedure details: Ethyl 2-(2-fluorophenethyl)-1-(4-fluorophenyl)-1H-imidazole-5-carboxylate (44) was prepared in a similar manner as that described for the synthesis of compound 18 using ethyl 2-((2-chloro-6-fluorophenyl)ethynyl)-1-(4-fluorophenyl)-1H-imidazole-5-carboxylate (42) (236 mg, 0.61 mmol), Pd/C (10% Degussa type, 23 mg), and ethyl acetate/ethanol (1:2) (61 mL). The reactants are C1(=CCCCC1)CO (1-cyclohexenemethanol), ClC=1C=C(C(=O)OO)C=CC1 (m-chloroperoxybenzoic acid). Solvent: C(Cl)(Cl)Cl (chloroform), C(Cl)(Cl)Cl (chloroform). Product: O1C2(C1CCCC2)CO (1,2-epoxycyclohexanemethanol). As a reaction SMILES: [C:1]1([CH2:7][OH:8])[CH2:6][CH2:5][CH2:4][CH2:3][CH:2]=1.ClC1C=C(C=CC=1)C(OO)=[O:14]>C(Cl)(Cl)Cl>[O:14]1[CH:2]2[CH2:3][CH2:4][CH2:5][CH2:6][C:1]12[CH2:7][OH:8]. Procedure: A stirred solution of 1-cyclohexenemethanol in 220 ml of chloroform was cooled to 0°-5° and 35.9 g of m-chloroperoxybenzoic acid (41.6 g of 85% pure material) in 355 ml of chloroform was added dropwise during three hours. The temperature of the reaction mixture was maintained at 0°-5° throughout the addition. Upon completion of the addition the reaction mixture was allowed to warm to ambient temperature during 24 hours. The reaction mixture was evaporated under reduced pressure to one-half the o... The reactants are [Cl-].[NH4+] (ammonium chloride), C[Mg]Br (methylmagnesium bromide), Cl[C@@H](CCCCB(O)OC12C(CCC(C1(C)C)C2)(C)O)Br (pinanediol (R)-1-chloro-5-bromopentylboronate). Run in Petroleum ether, C1CCOC1 (THF). Conditions: temperature -78 celsius. Yields the product C12(C(CCC(C1(C)C)C2)(C)O)O.BrCCCC[C@@H](C)B([O-])[O-] (pinanediol (R)-5-bromo-1-methylpentylboronate). As a reaction SMILES: Cl[C@H:2]([Br:21])[CH2:3][CH2:4][CH2:5][CH2:6][B:7]([O:9][C:10]12[CH2:18][CH:14]([C:15]1([CH3:17])[CH3:16])[CH2:13][CH2:12][C:11]2([OH:20])[CH3:19])[OH:8].[CH3:22][Mg]Br.[Cl-].[NH4+]>C1COCC1>[C:10]12([OH:9])[CH2:18][CH:14]([C:15]1([CH3:17])[CH3:16])[CH2:13][CH2:12][C:11]2([OH:20])[CH3:19].[Br:21][CH2:2][CH2:3][CH2:4][CH2:5][C@H:6]([B:7]([O-:8])[O-:9])[CH3:22] |f:2.3,5.6|. Reported procedure: In a 500 ml round bottomed flask, 300 ml of anhydrous THF and the crude pinanediol (R)-1-chloro-5-bromopentylboronate from the previous reaction (assuming 89 g; 0.247 moles) were mixed and cooled to -78° C. with stirring under argon. To the solution was added methylmagnesium bromide (3.26N, 79.6 ml). The solution was warmed to room temperature overnight. Petroleum ether (500 ml) and saturated ammonium chloride (250 ml) were added, forming an emulsion. The aqueous phases were separated. The organ... Procedure: A suspension of 154.2 mg (1.0 mmol) of 3-amino-2-ethoxycarbonylpyrrole and 245.3 mg (1.0 mmol) of 5-(3H-imidazo[4,5-c]pyridin-2-ylsulfanyl)-furan-2-carbaldehyde (obtained from step 1) in 10 mL of n-butanol under argon is stirred at room temperature for 15 min. 1,3-Cyclohexanedione (112.1 mg, 1.0 mmol) is then added and the reaction mixture is heated at reflux temperature for 2 h. The mixture is then cooled to room temperature and concentrated under reduced pressure. The residue is triturated in ... As a reaction SMILES: [NH2:1][C:2]1[CH:6]=[CH:5][NH:4][C:3]=1[C:7]([O:9][CH2:10][CH3:11])=[O:8].[N:12]1[C:20]2[CH:19]=[CH:18][N:17]=[CH:16][C:15]=2[NH:14][C:13]=1[S:21][C:22]1[O:26][C:25]([CH:27]=O)=[CH:24][CH:23]=1.[C:29]1(=O)[CH2:34][CH2:33][CH2:32][C:31](=[O:35])[CH2:30]1>C(O)CCC>[CH2:10]([O:9][C:7]([C:3]1[NH:4][CH:5]=[C:6]2[CH:27]([C:25]3[O:26][C:22]([S:21][C:13]4[NH:14][C:15]5[CH:16]=[N:17][CH:18]=[CH:19][C:20]=5[N:12]=4)=[CH:23][CH:24]=3)[C:30]3[C:31](=[O:35])[CH2:32][CH2:33][CH2:34][C:29]=3[NH:1][C:2]=12)=[O:8])[CH3:11]. Reaction conditions: time 15 minute. Yield: 37.4%. The solvent is C(CCC)O (n-butanol). Yields the product C(C)OC(=O)C=1NC=C2C1NC=1CCCC(C1C2C=2OC(=CC2)SC2=NC1=C(C=NC=C1)N2)=O (9-[5-(3H-imidazo[4,5-c]pyridin-2-ylsulfanyl)-furan-2-yl]-8-oxo-4,5,6,7,8,9-hexahydro-2H-pyrrolo[3,4-b]quinoline-3-carboxylic acid ethyl ester). Reactants: NC1=C(NC=C1)C(=O)OCC (3-amino-2-ethoxycarbonylpyrrole), N1=C(NC=2C=NC=CC21)SC2=CC=C(O2)C=O (5-(3H-imidazo[4,5-c]pyridin-2-ylsulfanyl)-furan-2-carbaldehyde), C1(CC(CCC1)=O)=O (1,3-Cyclohexanedione). Reactants: C(C)OC(C1=C(C=CC(=C1)SC1=C(NC2=C(C(=CC=C12)Cl)F)C)C)=O (5-(6-Chloro-7-fluoro-2-methyl-1H-indol-3-ylsulfanyl)-2-methyl-benzoic acid ethyl ester), BrC=1C=NN(C1)CC (4-bromo-1-ethyl-1H-pyrazole). Product: C(C)OC(C1=C(C=CC(=C1)SC1=C(N(C2=C(C(=CC=C12)Cl)F)C=1C=NN(C1)CC)C)C)=O (5-[6-Chloro-1-(1-ethyl-1H-pyrazol-4-yl)-7-fluoro-2-methyl-1H-indol-3-ylsulfanyl]-2-methyl-benzoic acid ethyl ester). RXN SMILES: [CH2:1]([O:3][C:4](=[O:25])[C:5]1[CH:10]=[C:9]([S:11][C:12]2[C:20]3[C:15](=[C:16]([F:22])[C:17]([Cl:21])=[CH:18][CH:19]=3)[NH:14][C:13]=2[CH3:23])[CH:8]=[CH:7][C:6]=1[CH3:24])[CH3:2].Br[C:27]1[CH:28]=[N:29][N:30]([CH2:32][CH3:33])[CH:31]=1>>[CH2:1]([O:3][C:4](=[O:25])[C:5]1[CH:10]=[C:9]([S:11][C:12]2[C:20]3[C:15](=[C:16]([F:22])[C:17]([Cl:21])=[CH:18][CH:19]=3)[N:14]([C:27]3[CH:28]=[N:29][N:30]([CH2:32][CH3:33])[CH:31]=3)[C:13]=2[CH3:23])[CH:8]=[CH:7][C:6]=1[CH3:24])[CH3:2]. Procedure details: Prepared according to the procedure described in Example 55, Step 2 using the following starting materials: 5-(6-Chloro-7-fluoro-2-methyl-1H-indol-3-ylsulfanyl)-2-methyl-benzoic acid ethyl ester and 4-bromo-1-ethyl-1H-pyrazole.